This data is from the Open Reaction Database (ORD), a public repository of structured organic reaction records. The task is: describe an organic reaction: reactants, conditions, products, and yield Reaction conditions: time 12 hour. Solvent: C1(=CC=CC=C1)C (Toluene), O (water), CC(=O)N(C)C (dimethylacetamide). The yield is 73.6%. Starting materials: Cl (hydrochloric acid), C1(CCCO1)=O (γ-butyrolactone), C1(CCCO1)=O (γ-butyrolactone), C([O-])([O-])=O.[K+].[K+] (potassium carbonate), COC1=CC=C2C(=CNC2=C1)C (6-methoxy-3-methylindole), C1(CCCO1)=O (γ-butyrolactone). The product is COC1=CC=C2C(=CN(C2=C1)CCCC(=O)O)C (4-(6-methoxy-3-methyl-1H-indol-1-yl)butanoic Acid). Reaction SMILES: C(=O)([O-])[O-].[K+].[K+].[CH3:7][O:8][C:9]1[CH:17]=[C:16]2[C:12]([C:13]([CH3:18])=[CH:14][NH:15]2)=[CH:11][CH:10]=1.[C:19]1(=[O:24])[O:23][CH2:22][CH2:21][CH2:20]1.Cl>CC(N(C)C)=O.C1(C)C=CC=CC=1.O>[CH3:7][O:8][C:9]1[CH:17]=[C:16]2[C:12]([C:13]([CH3:18])=[CH:14][N:15]2[CH2:22][CH2:21][CH2:20][C:19]([OH:24])=[O:23])=[CH:11][CH:10]=1 |f:0.1.2|. Procedure details: Anhydrous potassium carbonate (34.5 g, 0.25 mol) was added to a solution of 6-methoxy-3-methylindole (16.1 g, 0.1 mol) and γ-butyrolactone (43 g, 0.5 mol) in dimethylacetamide (750 mL). Under mechanical stirring and protected with a drying tube, the reaction mixture was refluxed for 18 hours, more γ-butyrolactone (21.5 g, 0.25 mol) was added, and the reflux was continued for 12 hours. A final portion of γ-butyrolactone (21.5 g, 0.25 mol) was added and the thick suspension was refluxed for anothe... Yield: 28.9%. The product is C(N)(=O)C1=C(C=C(C=C1)C1=CC=C2C(=N1)N(N=N2)CC=2C=C1C=CC=[N+](C1=CC2)[O-])Cl (6-((5-(4-carbamoyl-3-chlorophenyl)-3H-[1,2,3]triazolo[4,5-b]pyridin-3-yl)methyl)quinoline 1-oxide). The reactants are ClC1=C(C(=O)N)C=CC(=C1)C1=CC=C2C(=N1)N(N=N2)CC=2C=C1C=CC=NC1=CC2 (2-Chloro-4-(3-(quinolin-6-ylmethyl)-3H-[1,2,3]triazolo[4,5-b]pyridin-5-yl)benzamide), OOS(=O)[O-].[K+] (oxone). RXN SMILES: [Cl:1][C:2]1[CH:10]=[C:9]([C:11]2[N:16]=[C:15]3[N:17]([CH2:20][C:21]4[CH:22]=[C:23]5[C:28](=[CH:29][CH:30]=4)[N:27]=[CH:26][CH:25]=[CH:24]5)[N:18]=[N:19][C:14]3=[CH:13][CH:12]=2)[CH:8]=[CH:7][C:3]=1[C:4]([NH2:6])=[O:5].[OH:31]OS([O-])=O.[K+]>CC(C)=O.O.C(=O)(O)[O-].[Na+]>[C:4]([C:3]1[CH:7]=[CH:8][C:9]([C:11]2[N:16]=[C:15]3[N:17]([CH2:20][C:21]4[CH:22]=[C:23]5[C:28](=[CH:29][CH:30]=4)[N+:27]([O-:31])=[CH:26][CH:25]=[CH:24]5)[N:18]=[N:19][C:14]3=[CH:13][CH:12]=2)=[CH:10][C:2]=1[Cl:1])(=[O:5])[NH2:6] |f:1.2,5.6|. Run in CC(=O)C (acetone), O (water), C([O-])(O)=O.[Na+] (sodium bicarbonate). Procedure: To a solution of example 108 (0.100 g, 0.241 mmol) in acetone (0.6 ml), oxone (0.74 g, 1.20 mmol) in water (2 ml) was added and heated under reflux for 20 h. The mixture was diluted with aqueous 10% sodium bicarbonate solution and extracted with dichloromethane, the organic layer dried over anhydrous sodium sulphate and concentrated. The crude product was purified by column chromatography with methanol:dichloromethane to afford the title compound (0.030 g, 29%) as a pale brown solid. M.P.: 182-1... Starting materials: Cc1cc(N2CC(CNC(=O)c3ccc(Cl)s3)OC2=O)ccc1-n1cccc(CO[Si](c2ccccc2)(c2ccccc2)C(C)(C)C)c1=O, C1CCOC1, CCCC[N+](CCCC)(CCCC)CCCC, [F-], O. Yields the product Cc1cc(N2CC(CNC(=O)c3ccc(Cl)s3)OC2=O)ccc1-n1cccc(CO)c1=O. RXN SMILES: [C:1]([Si:2]([c:3]1[cH:4][cH:5][cH:38][cH:39][cH:40]1)([O:6][CH2:7][c:8]1[c:9](=[O:37])[n:10](-[c:14]2[c:15]([CH3:36])[cH:16][c:17]([N:20]3[C:21](=[O:35])[O:22][CH:23]([CH2:25][NH:26][C:27](=[O:28])[c:29]4[s:30][c:31]([Cl:34])[cH:32][cH:33]4)[CH2:24]3)[cH:18][cH:19]2)[cH:11][cH:12][cH:13]1)[c:41]1[cH:42][cH:43][cH:44][cH:45][cH:46]1)([CH3:47])([CH3:48])[CH3:49].[CH2:69]1[O:70][CH2:71][CH2:72][CH2:73]1.[CH3:51][CH2:52][CH2:53][CH2:54][N+:55]([CH2:56][CH2:57][CH2:58][CH3:59])([CH2:60][CH2:61][CH2:62][CH3:63])[CH2:64][CH2:65][CH2:66][CH3:67].[F-:50].[OH2:68]>>[OH:6][CH2:7][c:8]1[c:9](=[O:37])[n:10](-[c:14]2[c:15]([CH3:36])[cH:16][c:17]([N:20]3[C:21](=[O:35])[O:22][CH:23]([CH2:25][NH:26][C:27](=[O:28])[c:29]4[s:30][c:31]([Cl:34])[cH:32][cH:33]4)[CH2:24]3)[cH:18][cH:19]2)[cH:11][cH:12][cH:13]1. Reactants: C(C1=CC=CC=C1)OC(=O)N1CCC(CC1)SC1=CC=C(C=C1)Br (4-(4-bromo-phenylsulfanyl)-piperidine-1-carboxylic acid benzyl ester), B1(OO1)[O-].O.O.O.O.[Na+] (sodium perborate tetrahydrate). Run in CC(=O)O (HOAc). Conditions: time 18 hour. The product is C(C1=CC=CC=C1)OC(=O)N1CCC(CC1)S(=O)(=O)C1=CC=C(C=C1)Br (4-(4-bromo-benzenesulfonyl)-piperidine-1-carboxylic acid benzyl ester). Yield: 92.5%. As a reaction SMILES: [CH2:1]([O:8][C:9]([N:11]1[CH2:16][CH2:15][CH:14]([S:17][C:18]2[CH:23]=[CH:22][C:21]([Br:24])=[CH:20][CH:19]=2)[CH2:13][CH2:12]1)=[O:10])[C:2]1[CH:7]=[CH:6][CH:5]=[CH:4][CH:3]=1.B1([O-])OO1.[OH2:29].[OH2:30].O.O.[Na+]>CC(O)=O>[CH2:1]([O:8][C:9]([N:11]1[CH2:16][CH2:15][CH:14]([S:17]([C:18]2[CH:19]=[CH:20][C:21]([Br:24])=[CH:22][CH:23]=2)(=[O:30])=[O:29])[CH2:13][CH2:12]1)=[O:10])[C:2]1[CH:3]=[CH:4][CH:5]=[CH:6][CH:7]=1 |f:1.2.3.4.5.6|. Procedure details: 4-(4-bromo-phenylsulfanyl)-piperidine-1-carboxylic acid benzyl ester (1.2 g, 2.96 mmol, 1 equiv) and sodium perborate tetrahydrate (NaBO3.4H2O) (1.36 g, 8.87 mmol, 3 equiv) were heated to 55° C. in HOAc and stirred for 18 h. The reaction was cooled to room temperature and poured onto water. The aqueous phase was extracted with EtOAc (3×100 mL). The organic phases were combined and washed carefully with saturated sodium bicarbonate solution (CAUTION: copious gas evolution), dried over sodium sulf... Reactants: N1C(CC1)C(=O)OCC1=CC=CC=C1 (Benzyl azetidine-2-carboxylate), C([O-])([O-])=O.[K+].[K+] (potassium carbonate), ClC(=O)OCC1=CC=CC=C1 (benzyl chloroformate). The reagents and catalysts are N1CCNCC1 (Piperazine). Run in O1CCOCC1 (1,4-dioxane), O (water). Reaction conditions: time 0.5 hour. The product is N1(C(CC1)C(=O)OCC1=CC=CC=C1)C(=O)OCC1=CC=CC=C1 (dibenzyl azetidine-1,2-dicarboxylate). Yield: 99.5%. Reaction SMILES: [NH:1]1[CH2:4][CH2:3][CH:2]1[C:5]([O:7][CH2:8][C:9]1[CH:14]=[CH:13][CH:12]=[CH:11][CH:10]=1)=[O:6].C(=O)([O-])[O-].[K+].[K+].Cl[C:22]([O:24][CH2:25][C:26]1[CH:31]=[CH:30][CH:29]=[CH:28][CH:27]=1)=[O:23]>O1CCOCC1.O.N1CCNCC1>[N:1]1([C:22]([O:24][CH2:25][C:26]2[CH:31]=[CH:30][CH:29]=[CH:28][CH:27]=2)=[O:23])[CH2:4][CH2:3][CH:2]1[C:5]([O:7][CH2:8][C:9]1[CH:14]=[CH:13][CH:12]=[CH:11][CH:10]=1)=[O:6] |f:1.2.3|. Procedure details: Benzyl azetidine-2-carboxylate (4.0 g, 21 mmol) and potassium carbonate (5 g, 36 mmol) in a mixture of 1,4-dioxane (25 ml) and water (30 ml) was treated with benzyl chloroformate (3 ml, 21 mmol) at room temperature for 6 hours. Piperazine (5 drops) was added and the mixture was stirred for additional 0.5 hour. The organic volatiles were removed in vacuo and the residue was partitioned between ethyl acetate and 2 N HCl solution. The upper layer was washed with brine and dried over MgSO4. Removal ... Starting materials: C(#N)C1=C(C=O)C=CC=C1 (2-cyanobenzaldehyde), COC(C(CC(=O)OC)=O)OC (methyl 4,4-dimethoxyacetoacetate), N1CCCCC1 (piperidine). Solvent: C(C)(=O)O (acetic acid), C1=CC=CC=C1 (benzene), C1=CC=CC=C1 (benzene). The product is C(#N)C1=C(C=C(C(=O)OC)C(=O)C(OC)OC)C=CC=C1 (methyl 2-(2-cyanobenzylidene)-4,4-dimethoxyacetoacetate). The yield is 36.8%. As a reaction SMILES: [C:1]([C:3]1[CH:10]=[CH:9][CH:8]=[CH:7][C:4]=1[CH:5]=O)#[N:2].[CH3:11][O:12][CH:13]([O:21][CH3:22])[C:14](=[O:20])[CH2:15][C:16]([O:18][CH3:19])=[O:17].N1CCCCC1>C1C=CC=CC=1.C(O)(=O)C>[C:1]([C:3]1[CH:10]=[CH:9][CH:8]=[CH:7][C:4]=1[CH:5]=[C:15]([C:14]([CH:13]([O:12][CH3:11])[O:21][CH3:22])=[O:20])[C:16]([O:18][CH3:19])=[O:17])#[N:2]. Reported procedure: A benzene solution (120 ml) of 2-cyanobenzaldehyde (30.97 g), methyl 4,4-dimethoxyacetoacetate (46.14 g), acetic acid (2.3 g) and piperidine (2.4 g) was refluxed under heating for 8 hours. After addition of benzene (80 ml) and washing with water, the solution was treated with an activated charcoal. The evaporated residue was chromatographed on silica gel (500 g) with methylene chloride as an eluent. The fractions containing a desired compound were collected and evaporated to give methyl 2-(2-cya...